This data is from the Open Reaction Database (ORD), a public repository of structured organic reaction records. The task is: describe an organic reaction: reactants, conditions, products, and yield The reactants are C(N)(=S)C=1C=C(C(=O)OC)C=CC1 (methyl 3-carbamothioylbenzoate), COC(CCl)OC (chloroacetaldehyde dimethyl acetal), CC=1C=CC(=CC1)S(=O)(=O)O (PTSA). The solvent is C(C)(=O)O (acetic acid). Reaction conditions: temperature 100 celsius. The product is S1C(=NC=C1)C=1C=C(C(=O)OC)C=CC1 (methyl 3-(thiazol-2-yl)benzoate). Isolated yield 76.0%. As a reaction SMILES: [C:1]([C:4]1[CH:5]=[C:6]([CH:11]=[CH:12][CH:13]=1)[C:7]([O:9][CH3:10])=[O:8])(=[S:3])[NH2:2].CO[CH:16](OC)[CH2:17]Cl.CC1C=CC(S(O)(=O)=O)=CC=1>C(O)(=O)C>[S:3]1[CH:17]=[CH:16][N:2]=[C:1]1[C:4]1[CH:5]=[C:6]([CH:11]=[CH:12][CH:13]=1)[C:7]([O:9][CH3:10])=[O:8]. Procedure details: A solution of 0.6 g (0.003 mol) of methyl 3-carbamothioylbenzoate in 6 ml of acetic acid was charged with 1.15 g (0.009 mol) of chloroacetaldehyde dimethyl acetal and a catalytic amount of PTSA. The RM was heated to 100° C. over night. Acetic acid was removed under vacuum and the crude product was purified by 60-120 silica gel column using 5% of ethyl acetate in pet ether as eluent to provide methyl 3-(thiazol-2-yl)benzoate (0.5 g) as a white solid. Reactants: C=CCBr, CN(C)C=O, [H-], [Na+], OCc1ccccc1. The product is C=CCOCc1ccccc1. As a reaction SMILES: [CH2:11]([CH:12]=[CH2:13])[Br:14].[CH3:15][N:16]([CH3:17])[CH:18]=[O:19].[H-:1].[Na+:2].[OH:3][CH2:4][c:5]1[cH:6][cH:7][cH:8][cH:9][cH:10]1>>[O:3]([CH2:4][c:5]1[cH:6][cH:7][cH:8][cH:9][cH:10]1)[CH2:13][CH:12]=[CH2:11]. Reactants: C(C)SC1=C(C=CC=C1)B1OC(C)(C)C(C)(C)O1 (2-ethylsulfanylphenylboronic acid pinacol ester), BrC=1C=NC=2N(C1)C=C(N2)C(F)(F)F (6-bromo-2-trifluoromethylimidazo[1,2-a]pyrimidine), P(=O)([O-])([O-])[O-].[K+].[K+].[K+] (tripotassium phosphate), O1CCOCC1 (1,4-dioxane). Reagents/catalysts: C=1C=CC(=CC1)/C=C/C(=O)/C=C/C2=CC=CC=C2.C=1C=CC(=CC1)/C=C/C(=O)/C=C/C2=CC=CC=C2.C=1C=CC(=CC1)/C=C/C(=O)/C=C/C2=CC=CC=C2.[Pd].[Pd] (tris(dibenzylideneacetone)dipalladium(0)). Run in O (water), C(C)(=O)OCC (Ethyl acetate). Yields the product C(C)SC1=C(C=CC=C1)C=1C=NC=2N(C1)C=C(N2)C(F)(F)F (6-(2-ethylsulfanylphenyl)-2-trifluoromethylimidazo[1,2-a]pyrimidine). The yield is 37.4%. As a reaction SMILES: [CH2:1]([S:3][C:4]1[CH:9]=[CH:8][CH:7]=[CH:6][C:5]=1B1OC(C)(C)C(C)(C)O1)[CH3:2].Br[C:20]1[CH:21]=[N:22][C:23]2[N:24]([CH:26]=[C:27]([C:29]([F:32])([F:31])[F:30])[N:28]=2)[CH:25]=1.P([O-])([O-])([O-])=O.[K+].[K+].[K+].O1CCOCC1>C1C=CC(/C=C/C(/C=C/C2C=CC=CC=2)=O)=CC=1.C1C=CC(/C=C/C(/C=C/C2C=CC=CC=2)=O)=CC=1.C1C=CC(/C=C/C(/C=C/C2C=CC=CC=2)=O)=CC=1.[Pd].[Pd].O.C(OCC)(=O)C>[CH2:1]([S:3][C:4]1[CH:9]=[CH:8][CH:7]=[CH:6][C:5]=1[C:20]1[CH:21]=[N:22][C:23]2[N:24]([CH:26]=[C:27]([C:29]([F:32])([F:31])[F:30])[N:28]=2)[CH:25]=1)[CH3:2] |f:2.3.4.5,7.8.9.10.11|. Procedure: A mixture of 0.52 g of 2-ethylsulfanylphenylboronic acid pinacol ester, 0.44 g of 6-bromo-2-trifluoromethylimidazo[1,2-a]pyrimidine, 0.02 g of tris(dibenzylideneacetone)dipalladium(0), 0.05 g of 2-dicyclohexylphosphino-2′,4′,6′-triisopropylphenyl, 1.0 g of tripotassium phosphate and 6 ml of 1,4-dioxane was stirred under heat-reflux for 4 hours. Ethyl acetate and water were added to the cooled reaction mixture, and the mixture was filtered. The filtrate was extracted with ethyl acetate and then d... The reactants are CC#CCOc1ccc(S(=O)(=O)NCC(=O)OCC)cc1, C1CCOC1, CO, Cl, [Na+], [OH-]. The product is CC#CCOc1ccc(S(=O)(=O)NCC(=O)O)cc1. Reaction SMILES: [CH2:1]([CH3:2])[O:3][C:4]([CH2:5][NH:6][S:7](=[O:8])(=[O:9])[c:10]1[cH:11][cH:12][c:13]([O:16][CH2:17][C:18]#[C:19][CH3:20])[cH:14][cH:15]1)=[O:21].[CH2:25]1[O:26][CH2:27][CH2:28][CH2:29]1.[CH3:30][OH:31].[ClH:24].[Na+:23].[OH-:22]>>[O:3]=[C:4]([CH2:5][NH:6][S:7](=[O:8])(=[O:9])[c:10]1[cH:11][cH:12][c:13]([O:16][CH2:17][C:18]#[C:19][CH3:20])[cH:14][cH:15]1)[OH:21].